From a dataset of the Open Reaction Database (ORD), a public repository of structured organic reaction records. describe an organic reaction: reactants, conditions, products, and yield RXN SMILES: [CH2:44]1[O:45][CH2:46][CH2:47][CH2:48]1.[CH3:49][CH2:50][O:51][CH2:52][CH3:53].[OH:1][CH2:2][c:3]1[cH:4][cH:5][n:6][c:7]2[cH:8][cH:9][cH:10][cH:11][c:12]12.[OH:32][N:33]1[C:34](=[O:43])[c:35]2[c:36]([cH:39][cH:40][cH:41][cH:42]2)[C:37]1=[O:38].[c:13]1([P:14]([c:15]2[cH:16][cH:17][cH:18][cH:19][cH:20]2)[c:21]2[cH:22][cH:23][cH:24][cH:25][cH:26]2)[cH:27][cH:28][cH:29][cH:30][cH:31]1>>[O:1]([CH2:2][c:3]1[cH:4][cH:5][n:6][c:7]2[cH:8][cH:9][cH:10][cH:11][c:12]12)[N:33]1[C:34](=[O:43])[c:35]2[c:36]([cH:39][cH:40][cH:41][cH:42]2)[C:37]1=[O:38]. The product is O=C1c2ccccc2C(=O)N1OCc1ccnc2ccccc12. Reactants: C1CCOC1, CCOCC, OCc1ccnc2ccccc12, O=C1c2ccccc2C(=O)N1O, c1ccc(P(c2ccccc2)c2ccccc2)cc1. Reactants: CCCC(=O)OC(=O)CCC (ethyl butyryl acetate), C(C)O (ethanol), C(C)N (ethylamine). Solvent: O (water). Conditions: time 18 hour. Product: CNC(=CC(=O)OCC)CCC (Ethyl 3-methylamino-2-hexeneoate). Isolated yield 83.0%. As a reaction SMILES: CC[CH2:3][C:4]([O:6][C:7]([CH2:9][CH2:10][CH3:11])=[O:8])=O.[CH2:12](O)[CH3:13].[CH2:15]([NH2:17])C>O>[CH3:15][NH:17][C:10]([CH2:11][CH2:12][CH3:13])=[CH:9][C:7]([O:6][CH2:4][CH3:3])=[O:8]. Reported procedure: A solution of 31.64 g (0.2 mol) ethyl butyryl acetate and 5 ml of ethanol is added dropwise over a period of 5 min. to a solution of 38.7 g (0.6 mol) ethylamine (70% in water) and 50 ml of water (exotherm from 28° C. to 33° C. observed). The mixture is stirred at room temperature for 18 hrs. and is extracted with three 100 ml portions of methylene dichloride (MDC). The methylene dichloride extract is dried over magnesium sulfate and concentrated in vacuo to afford 30.7 g (83% yield) of product, ... Starting materials: C=CCN1CCN(C(c2ccc(C(=O)N(CC)CC)cc2)c2cccc(NCc3cccs3)c2)CC1, CO, CCN(CC)C(=O)c1ccc(C(c2cccc(N)c2)N2CCN(CC3CC3)CC2)cc1. The product is CCN(CC)C(=O)c1ccc(C(c2cccc(NCc3cccs3)c2)N2CCN(CC3CC3)CC2)cc1. Reaction SMILES: [CH2:32]([N:33]1[CH2:34][CH2:35][N:36]([CH:37]([c:38]2[cH:39][cH:40][cH:41][c:42]([NH:43][CH2:62][c:63]3[s:64][cH:65][cH:66][cH:67]3)[cH:44]2)[c:45]2[cH:46][cH:47][c:48]([C:49]([N:50]([CH2:51][CH3:52])[CH2:53][CH3:54])=[O:55])[cH:56][cH:57]2)[CH2:58][CH2:59]1)[CH:60]=[CH2:61].[CH3:68][OH:69].[NH2:1][c:2]1[cH:3][c:4]([CH:8]([c:9]2[cH:10][cH:11][c:12]([C:13](=[O:14])[N:15]([CH2:16][CH3:17])[CH2:18][CH3:19])[cH:20][cH:21]2)[N:22]2[CH2:23][CH2:24][N:25]([CH2:28][CH:29]3[CH2:30][CH2:31]3)[CH2:26][CH2:27]2)[cH:5][cH:6][cH:7]1>>[NH:1]([c:2]1[cH:3][c:4]([CH:8]([c:9]2[cH:10][cH:11][c:12]([C:13](=[O:14])[N:15]([CH2:16][CH3:17])[CH2:18][CH3:19])[cH:20][cH:21]2)[N:22]2[CH2:23][CH2:24][N:25]([CH2:28][CH:29]3[CH2:30][CH2:31]3)[CH2:26][CH2:27]2)[cH:5][cH:6][cH:7]1)[CH2:62][c:63]1[s:64][cH:65][cH:66][cH:67]1. Starting materials: COC(=O)c1ccc(C=O)cc1, FC(F)(F)c1nnc2ccc(N3CCNCC3)nn12. The product is COC(=O)c1ccc(CN2CCN(c3ccc4nnc(C(F)(F)F)n4n3)CC2)cc1. Reaction SMILES: [CH:20](=[O:21])[c:22]1[cH:23][cH:24][c:25]([C:26](=[O:27])[O:28][CH3:29])[cH:30][cH:31]1.[N:1]1([c:7]2[cH:8][cH:9][c:10]3[n:11]([n:12]2)[c:13]([C:16]([F:17])([F:18])[F:19])[n:14][n:15]3)[CH2:2][CH2:3][NH:4][CH2:5][CH2:6]1>>[N:1]1([c:7]2[cH:8][cH:9][c:10]3[n:11]([n:12]2)[c:13]([C:16]([F:17])([F:18])[F:19])[n:14][n:15]3)[CH2:2][CH2:3][N:4]([CH2:20][c:22]2[cH:23][cH:24][c:25]([C:26](=[O:27])[O:28][CH3:29])[cH:30][cH:31]2)[CH2:5][CH2:6]1. Starting materials: CCCCCCCN1C(=O)C2CC(c3ccc([N+](=O)[O-])cc3)(C2)C1=O, CCO. Product: CCCCCCCN1C(=O)C2CC(c3ccc(N)cc3)(C2)C1=O. Reaction SMILES: [CH2:1]([CH2:2][CH2:3][CH2:4][CH2:5][CH2:6][CH3:7])[N:8]1[C:9](=[O:25])[C:10]2([c:16]3[cH:17][cH:18][c:19]([N+:22]([O-:23])=[O:24])[cH:20][cH:21]3)[CH2:11][CH:12]([C:13]1=[O:14])[CH2:15]2.[CH3:26][CH2:27][OH:28]>>[CH2:1]([CH2:2][CH2:3][CH2:4][CH2:5][CH2:6][CH3:7])[N:8]1[C:9](=[O:25])[C:10]2([c:16]3[cH:17][cH:18][c:19]([NH2:22])[cH:20][cH:21]3)[CH2:11][CH:12]([C:13]1=[O:14])[CH2:15]2.